This data is from the Open Reaction Database (ORD), a public repository of structured organic reaction records. The task is: describe an organic reaction: reactants, conditions, products, and yield Starting materials: NC1=C(C(=O)OC)C=C(C=C1)Cl (methyl 2-amino-5-chlorobenzoate), ClCC(=O)Cl (chloroacetyl chloride), CN(C)C=O (DMF). Yields the product CC(C1=C(C=C(C=C1)Cl)C(=O)O)(C(=O)N)Cl (methyl 5-chloro-2-(2-chloroacetamide)benzoate). RXN SMILES: N[C:2]1[CH:11]=[CH:10][C:9]([Cl:12])=[CH:8][C:3]=1[C:4]([O:6]C)=[O:5].[Cl:13][CH2:14][C:15](Cl)=O.C[N:19]([CH:21]=[O:22])C>>[CH3:15][C:14]([Cl:13])([C:21]([NH2:19])=[O:22])[C:2]1[CH:11]=[CH:10][C:9]([Cl:12])=[CH:8][C:3]=1[C:4]([OH:6])=[O:5]. Procedure details: To a solution of methyl 2-amino-5-chlorobenzoate (2.5 g) in DMF (25 mL) was added chloroacetyl chloride (1.4 mL) with ice cooling. The resulting white crystals were collected by filtration and washed with water. The resulting white crystals were dried to obtain methyl 5-chloro-2-(2-chloroacetamide)benzoate (5.4 g). The reactants are O (water), FC1=C(C(=CC=C1)F)C1=NC2=C(C=3C=CC(=CC13)C#N)N(N=C2NC2CCN(CC2)S(=O)(=O)C)COCC[Si](C)(C)C (5-(2,6-difluorophenyl)-3-{[1-(methylsulphonyl)piperidin-4-yl]amino}-1-([2-(trimethylsilyl)ethoxy]methyl}-1H-pyrazolo[4,3-c]isoquinoline-7-carbonitrile), [OH-].[Na+] (sodium hydroxide). Solvent: Cl (hydrochloric acid). Run at temperature 100 celsius. Yields the product FC1=C(C(=CC=C1)F)C1=NC2=C(C=3C=CC(=CC13)C#N)NN=C2NC2CCN(CC2)S(=O)(=O)C (5-(2,6-difluorophenyl)-3-{[1-(methylsulphonyl)piperidin-4-yl]amino}-1H-pyrazolo[4,3-c]isoquinoline-7-carbonitrile). Yield: 55.0%. RXN SMILES: [F:1][C:2]1[CH:7]=[CH:6][CH:5]=[C:4]([F:8])[C:3]=1[C:9]1[C:18]2[CH:17]=[C:16]([C:19]#[N:20])[CH:15]=[CH:14][C:13]=2[C:12]2[N:21](COCC[Si](C)(C)C)[N:22]=[C:23]([NH:24][CH:25]3[CH2:30][CH2:29][N:28]([S:31]([CH3:34])(=[O:33])=[O:32])[CH2:27][CH2:26]3)[C:11]=2[N:10]=1.O.[OH-].[Na+]>Cl>[F:8][C:4]1[CH:5]=[CH:6][CH:7]=[C:2]([F:1])[C:3]=1[C:9]1[C:18]2[CH:17]=[C:16]([C:19]#[N:20])[CH:15]=[CH:14][C:13]=2[C:12]2[NH:21][N:22]=[C:23]([NH:24][CH:25]3[CH2:30][CH2:29][N:28]([S:31]([CH3:34])(=[O:32])=[O:33])[CH2:27][CH2:26]3)[C:11]=2[N:10]=1 |f:2.3|. Reported procedure: A microwave tube of maximum capacity 20 ml, equipped with a magnetic stirrer, is charged with 300 mg of 5-(2,6-difluorophenyl)-3-{[1-(methylsulphonyl)piperidin-4-yl]amino}-1-([2-(trimethylsilyl)ethoxy]methyl}-1H-pyrazolo[4,3-c]isoquinoline-7-carbonitrile in 12 ml of 5N hydrochloric acid. The reaction mixture is microwave-heated at 100° C. for 5 min and then poured into 20 ml of water, brought to a pH of 7 by addition of 9.3N sodium hydroxide solution, and extracted with three times 20 ml of AcOE...